Dataset: the Open Reaction Database (ORD), a public repository of structured organic reaction records. Task: describe an organic reaction: reactants, conditions, products, and yield The product is FC1=CC=C(C=C1)C1=NC(OC2=C1C=CC(=C2)S(=O)(=O)Cl)(C)C (4-fluorophenyl-2,2-dimethyl-2H-1,3-benzoxazin-7-sulfonylchloride). RXN SMILES: N([O-])=O.[Na+].[F:5][C:6]1[CH:11]=[CH:10][C:9]([C:12]2[C:17]3[CH:18]=[CH:19][C:20](N)=[CH:21][C:16]=3[O:15][C:14]([CH3:24])([CH3:23])[N:13]=2)=[CH:8][CH:7]=1.[ClH:25].[S:26](=[O:28])=[O:27]>O.C(O)(=O)C>[F:5][C:6]1[CH:11]=[CH:10][C:9]([C:12]2[C:17]3[CH:18]=[CH:19][C:20]([S:26]([Cl:25])(=[O:28])=[O:27])=[CH:21][C:16]=3[O:15][C:14]([CH3:24])([CH3:23])[N:13]=2)=[CH:8][CH:7]=1 |f:0.1|. Run in C(C)(=O)O (acetic acid), O (water), O (water), C(C)(=O)O (acetic acid). Procedure: A solution of sodium nitrite (153 mg) in water (2.4 mL) was added dropwise to a solution of 4-fluorophenyl-2,2-dimethyl-2H-1,3-benzoxazin-7-amine (an objective compound of Reference Example 38(3); 600 mg) in acetic acid (18 mL) and concentrated hydrochloric acid (6 mL) at −5° C. and the mixture was stirred at the same temperature for one hour. To the reaction mixture was added a mixture of sulfur dioxide, acetic acid, cupric chloride and water at 0° C. and the mixture was stirred at the same tem... Conditions: time 1 hour. The reactants are Cl (hydrochloric acid), N(=O)[O-].[Na+] (sodium nitrite), FC1=CC=C(C=C1)C1=NC(OC2=C1C=CC(=C2)N)(C)C (4-fluorophenyl-2,2-dimethyl-2H-1,3-benzoxazin-7-amine), S(=O)=O (sulfur dioxide), cupric chloride, ice water. Starting materials: CC(C(C)=O)=CCC1C(C(=CC1)C)(C)C (3-methyl-5-(2,2,3-trimethylcyclopent-3-enyl)-pent-3-en-2-one), [I-].C[S+](=O)(C)C (trimethylsulfoxonium iodide), oil, [H-].[Na+] (sodium hydride). Yields the product CC1(C(C1)CC1C(C(=CC1)C)(C)C)C(C)=O (1-[1-methyl-2-(2,2,3-trimethylcyclopent-3-enylmethyl)cyclopropyl]ethanone). Isolated yield 44.6%. RXN SMILES: [CH3:1][C:2](=[CH:6][CH2:7][CH:8]1[CH2:12][CH:11]=[C:10]([CH3:13])[C:9]1([CH3:15])[CH3:14])[C:3](=[O:5])[CH3:4].[I-].[CH3:17][S+](C)(C)=O.[H-].[Na+]>>[CH3:1][C:2]1([C:3](=[O:5])[CH3:4])[CH2:17][CH:6]1[CH2:7][CH:8]1[CH2:12][CH:11]=[C:10]([CH3:13])[C:9]1([CH3:15])[CH3:14] |f:1.2,3.4|. Procedure details: 11.3 g (55 mmol) of 3-methyl-5-(2,2,3-trimethylcyclopent-3-enyl)-pent-3-en-2-one was cyclopropanated with 14.1 g (63 mmol) of trimethylsulfoxonium iodide and 3.08 g (64 mmol) of 50% oil suspension of sodium hydride according to Example 11a giving 5.4 g (45% yield) of 1-[1-methyl-2-(2,2,3-trimethylcyclopent-3-enylmethyl)cyclopropyl]ethanone. The reactants are C=CC1(F)CN(C2CCCC2)c2nc(Cl)ncc2N(C)C1=O, COC(=O)c1cc(OC)c(N)cc1F, C1COCCO1, Cc1ccc(S(=O)(=O)O)cc1. The product is C=CC1(F)CN(C2CCCC2)c2nc(Nc3cc(F)c(C(=O)OC)cc3OC)ncc2N(C)C1=O. As a reaction SMILES: [Cl:1][c:2]1[n:3][cH:4][c:5]2[c:6]([n:22]1)[N:7]([CH:17]1[CH2:18][CH2:19][CH2:20][CH2:21]1)[CH2:8][C:9]([CH:14]=[CH2:15])([F:16])[C:10](=[O:13])[N:11]2[CH3:12].[NH2:23][c:24]1[cH:25][c:26]([F:36])[c:27]([C:28](=[O:29])[O:30][CH3:31])[cH:32][c:33]1[O:34][CH3:35].[O:48]1[CH2:49][CH2:50][O:51][CH2:52][CH2:53]1.[c:37]1([CH3:38])[cH:39][cH:40][c:41]([S:42]([OH:43])(=[O:44])=[O:45])[cH:46][cH:47]1>>[c:2]1([NH:23][c:24]2[cH:25][c:26]([F:36])[c:27]([C:28](=[O:29])[O:30][CH3:31])[cH:32][c:33]2[O:34][CH3:35])[n:3][cH:4][c:5]2[c:6]([n:22]1)[N:7]([CH:17]1[CH2:18][CH2:19][CH2:20][CH2:21]1)[CH2:8][C:9]([CH:14]=[CH2:15])([F:16])[C:10](=[O:13])[N:11]2[CH3:12]. The solvent is C1CCOC1 (THF). Product: FC=1C=C2/C(/C(NC2=CC1)=O)=C/C1=C(C(=C(N1)C)C(=O)NCCN1CCOCC1)C (5-[(Z)-(5-fluoro-2-oxo-1,2-dihydro-3H-indol-3-ylidene)methyl]-2,4-dimethyl-N-(2-morpholin-4-ylethyl)-1H-pyrrole-3-carboxamide). Run at temperature 65 celsius, time 24 hour. The reactants are N1(C=NC=C1)C(=O)C=1C(=C(NC1C)C=O)C (4-(1H-imidazol-1-ylcarbonyl)-3,5-dimethyl-1H-pyrrole-2-carbaldehyde), NCCN1CCOCC1 (4-(2-aminoethyl)morpholine), FC=1C=C2CC(NC2=CC1)=O (5-fluorooxindole). RXN SMILES: [N:1]1([C:6]([C:8]2[C:9]([CH3:16])=[C:10]([CH:14]=O)[NH:11][C:12]=2[CH3:13])=[O:7])[CH:5]=[CH:4][N:3]=[CH:2]1.NCCN1C[CH2:24][O:23][CH2:22][CH2:21]1.[F:26][C:27]1[CH:28]=[C:29]2[C:33](=[CH:34][CH:35]=1)[NH:32][C:31](=[O:36])[CH2:30]2>C1COCC1>[F:26][C:27]1[CH:28]=[C:29]2[C:33](=[CH:34][CH:35]=1)[NH:32][C:31](=[O:36])/[C:30]/2=[CH:14]\[C:10]1[NH:11][C:12]([CH3:13])=[C:8]([C:6]([NH:1][CH2:5][CH2:4][N:3]2[CH2:21][CH2:22][O:23][CH2:24][CH2:2]2)=[O:7])[C:9]=1[CH3:16]. The yield is 87.3%. Procedure: 4-(1H-imidazol-1-ylcarbonyl)-3,5-dimethyl-1H-pyrrole-2-carbaldehyde (5.0 g, 23.0 mmol), 4-(2-aminoethyl)morpholine (4.5 g, 34.6 mmol), 5-fluorooxindole (3.47 g, 23.0 mmol), and THF (80 ml) were mixed and heated to 65° C. After stirring for 24 h at 65° C., the mixture was cooled to room temperature and filtered. The cake was washed with 40 ml THF and dried overnight at 50° C. under house vacuum. 5-[(Z)-(5-fluoro-2-oxo-1,2-dihydro-3H-indol-3-ylidene)methyl]-2,4-dimethyl-N-(2-morpholin-4-ylethyl)-1... The reactants are BrCC=1C=CC2=C(C(=C(O2)[N+](=O)[O-])C2=CC=CC=C2)C1 (5-bromomethyl-2-nitro-3-phenylbenzofuran), N1CCOCC1 (morpholine). Run in C(C)O (ethanol). Product: [N+](=O)([O-])C=1OC2=C(C1C1=CC=CC=C1)C=C(C=C2)CN2CCOCC2 (N-(2-nitro-3-phenyl-5-benzofuranylmethyl)-morpholine). Reaction SMILES: Br[CH2:2][C:3]1[CH:4]=[CH:5][C:6]2[O:10][C:9]([N+:11]([O-:13])=[O:12])=[C:8]([C:14]3[CH:19]=[CH:18][CH:17]=[CH:16][CH:15]=3)[C:7]=2[CH:20]=1.[NH:21]1[CH2:26][CH2:25][O:24][CH2:23][CH2:22]1>C(O)C>[N+:11]([C:9]1[O:10][C:6]2[CH:5]=[CH:4][C:3]([CH2:2][N:21]3[CH2:26][CH2:25][O:24][CH2:23][CH2:22]3)=[CH:20][C:7]=2[C:8]=1[C:14]1[CH:19]=[CH:18][CH:17]=[CH:16][CH:15]=1)([O-:13])=[O:12]. Reported procedure: Using the method of Example 1, 5-bromomethyl-2-nitro-3-phenylbenzofuran is reacted with morpholine in ethanol to provide yellow crystals of N-(2-nitro-3-phenyl-5-benzofuranylmethyl)-morpholine, m.p. 151°-154° C., having the structure ##STR13## Reactants: C(C)N1C(CN(CC1=O)C(=O)OCC1=CC=CC=C1)(C)C (benzyl 4-ethyl-3,3-dimethyl-5-oxopiperazine-1-carboxylate). The reagents and catalysts are [Pd] (palladium on carbon). The product is C(C)N1C(CNCC1(C)C)=O (1-Ethyl-6,6-dimethylpiperazin-2-one). RXN SMILES: [CH2:1]([N:3]1[C:8](=[O:9])[CH2:7][N:6](C(OCC2C=CC=CC=2)=O)[CH2:5][C:4]1([CH3:21])[CH3:20])[CH3:2]>[Pd]>[CH2:1]([N:3]1[C:4]([CH3:21])([CH3:20])[CH2:5][NH:6][CH2:7][C:8]1=[O:9])[CH3:2]. Reported procedure: The compound was prepared from benzyl 4-ethyl-3,3-dimethyl-5-oxopiperazine-1-carboxylate using a procedure similar to that described in Example 66, Step 6, except that Degussa type 10% palladium on carbon was used as the catalyst, and the additional filtration with toluene was unnecessary.